Task: describe an organic reaction: reactants, conditions, products, and yield. Dataset: the Open Reaction Database (ORD), a public repository of structured organic reaction records Starting materials: ice water, CCOC(=O)C (EtOAc), CC=1SC=C(N1)C1=CC=C(C#N)C=C1 (4-(2-methylthiazol-4-yl)-benzonitrile), solution, [H-].[Al+3].[Li+].[H-].[H-].[H-] (lithium aluminum hydride), O (water). The solvent is C1CCOC1 (THF), C1CCOC1 (THF). Yields the product CC=1SC=C(N1)C1=CC=C(CN)C=C1 (4-(2-Methylthiazol-4-yl)-benzylamine). Isolated yield 38.6%. As a reaction SMILES: [CH3:1][C:2]1[S:3][CH:4]=[C:5]([C:7]2[CH:14]=[CH:13][C:10]([C:11]#[N:12])=[CH:9][CH:8]=2)[N:6]=1.[H-].[Al+3].[Li+].[H-].[H-].[H-].CCOC(C)=O.O>C1COCC1>[CH3:1][C:2]1[S:3][CH:4]=[C:5]([C:7]2[CH:14]=[CH:13][C:10]([CH2:11][NH2:12])=[CH:9][CH:8]=2)[N:6]=1 |f:1.2.3.4.5.6|. Procedure: Dissolve 4-(2-methylthiazol-4-yl)-benzonitrile (305 mg, 1.52 mmol) in anhydrous THF (50 mL). Add a 1M solution of lithium aluminum hydride in THF (3.05 mL, 3.05 mmol). Heat the mixture overnight under reflux. Cool the reaction mixture with ice/water and work-up sequentially with EtOAc and water. Filter the mixture over Celite®. Separate the organic phase, and extract the aqueous phase with chloroform. Dry the combined organic extracts over Na2SO4, filter and concentrate to obtain the title compo...